Dataset: the Open Reaction Database (ORD), a public repository of structured organic reaction records. Task: describe an organic reaction: reactants, conditions, products, and yield Starting materials: NCCCO, N#Cc1c(OCC(F)(F)F)nc(OCCCOc2ccccc2)nc1N1CCc2ccccc2CC1, C1COCCO1. The product is N#Cc1c(OCC(F)(F)F)nc(NCCCO)nc1N1CCc2ccccc2CC1. Reaction SMILES: [NH2:37][CH2:38][CH2:39][CH2:40][OH:41].[O:1]([CH2:2][CH2:3][CH2:4][O:5][c:12]1[n:13][c:14]([O:31][CH2:32][C:33]([F:34])([F:35])[F:36])[c:15]([C:29]#[N:30])[c:16]([N:18]2[CH2:19][CH2:20][c:21]3[c:22]([cH:25][cH:26][cH:27][cH:28]3)[CH2:23][CH2:24]2)[n:17]1)[c:6]1[cH:7][cH:8][cH:9][cH:10][cH:11]1.[O:42]1[CH2:43][CH2:44][O:45][CH2:46][CH2:47]1>>[c:12]1([NH:37][CH2:38][CH2:39][CH2:40][OH:41])[n:13][c:14]([O:31][CH2:32][C:33]([F:34])([F:35])[F:36])[c:15]([C:29]#[N:30])[c:16]([N:18]2[CH2:19][CH2:20][c:21]3[c:22]([cH:25][cH:26][cH:27][cH:28]3)[CH2:23][CH2:24]2)[n:17]1. Reactants: C1(=CC=CC=C1)C1=NOC(=C1C(F)(F)F)C=1NN=C2C3=C(CCC12)C=C(C=C3)C=C (3-phenyl-4-(trifluoromethyl)-5-(7-vinyl-4,5-dihydro-2H-benzo[g]indazol-3-yl)isoxazole), C[N+]1(CCOCC1)[O-] (N-methylmorpholine N-oxide), I(=O)(=O)(=O)[O-].[Na+] (sodium periodate). Reagents/catalysts: [Os](=O)(=O)(=O)=O (osmium tetroxide). As a reaction SMILES: [C:1]1([C:7]2[C:11]([C:12]([F:15])([F:14])[F:13])=[C:10]([C:16]3[NH:17][N:18]=[C:19]4[C:24]=3[CH2:23][CH2:22][C:21]3[CH:25]=[C:26]([CH:29]=C)[CH:27]=[CH:28][C:20]4=3)[O:9][N:8]=2)[CH:6]=[CH:5][CH:4]=[CH:3][CH:2]=1.C[N+]1([O-])CC[O:35]CC1.I([O-])(=O)(=O)=O.[Na+]>C1COCC1.O.[Os](=O)(=O)(=O)=O>[C:1]1([C:7]2[C:11]([C:12]([F:13])([F:14])[F:15])=[C:10]([C:16]3[NH:17][N:18]=[C:19]4[C:24]=3[CH2:23][CH2:22][C:21]3[CH:25]=[C:26]([CH:29]=[O:35])[CH:27]=[CH:28][C:20]4=3)[O:9][N:8]=2)[CH:6]=[CH:5][CH:4]=[CH:3][CH:2]=1 |f:2.3|. Run in C1CCOC1 (THF), O (water). Procedure: To 3-phenyl-4-(trifluoromethyl)-5-(7-vinyl-4,5-dihydro-2H-benzo[g]indazol-3-yl)isoxazole (Preparation 22B, 0.15 g, 0.368 mmol) in THF (2 mL) were added sequentially N-methylmorpholine N-oxide (50% aq., 0.17 mL, 0.368 mmol) and osmium tetroxide (4% aq. 0.058 mL, 7.36 μmol) at room temperature under a nitrogen atmosphere. The reaction was stirred at room temperature for 45 min. and sodium periodate (0.118 g, 0.552 mmol) in water (1 mL) was added over a period of 1 min. at room temperature. The mil... Yield: 109.0%. Conditions: time 45 minute. Yields the product C1(=CC=CC=C1)C1=NOC(=C1C(F)(F)F)C=1NN=C2C3=C(CCC12)C=C(C=C3)C=O (3-(3-phenyl-4-(trifluoromethyl)isoxazol-5-yl)-4,5-dihydro-2H-benzo[g]indazole-7-carbaldehyde). The reactants are BrC1=CC2=C(C=C1)C1=C(N=CNC1=O)S2 (7-Bromo[1]benzothieno[2,3-d]pyrimidin-4(3H)-one), O=P(Cl)(Cl)Cl (POCl3). Solvent: C(C)N(CC)CC (triethylamine). Product: BrC1=CC2=C(C=C1)C1=C(N=CN=C1Cl)S2 (7-bromo-4-chloro[1]benzothieno[2,3-d]pyrimidine). The yield is 91.0%. As a reaction SMILES: [Br:1][C:2]1[CH:7]=[CH:6][C:5]2[C:8]3[C:13](=O)[NH:12][CH:11]=[N:10][C:9]=3[S:15][C:4]=2[CH:3]=1.O=P(Cl)(Cl)[Cl:18]>C(N(CC)CC)C>[Br:1][C:2]1[CH:7]=[CH:6][C:5]2[C:8]3[C:13]([Cl:18])=[N:12][CH:11]=[N:10][C:9]=3[S:15][C:4]=2[CH:3]=1. Procedure details: 7-Bromo[1]benzothieno[2,3-d]pyrimidin-4(3H)-one (7.80 g, 27.7 mmol), POCl3 (70 mL) and triethylamine (70 mL) were heated in an oil bath at 80° C. for 3 h. The resulting slurry was concentrated on a rotavap, slurried in dichloromethane and poured into 500 mL of satd NaHCO3. The organic phase was then washed with satd NaHCO3, water, and then collected. The initial aqueous phase (pH<1) was basified with 1.0 N NaOH and extracted with dichloromethane. The organic layers were combined, dried with sodi... Starting materials: CC1(C=2C=CC(=CC2C(CC1)(C)C)C(=O)C1C(CCCC1)C(=O)O)C (2-[(5,5,8,8-tetramethyl-5,6,7,8-tetrahydro-2-naphthyl) carbonyl]cyclohexane carboxylic acid), aqueous soda solution, Cl (HCl). Reagents/catalysts: [Zn] (zinc). Solvent: C(C)(=O)O (acetic acid). Product: CC1(C=2C=CC(=CC2C(CC1)(C)C)C(C1C(CCCC1)C(=O)O)O)C (2-[(5,5,8,8-tetramethyl-5,6,7,8-tetrahydro-2-naphthyl) hydroxymethyl]cyclohexane carboxylic acid). Isolated yield 84.2%. RXN SMILES: [CH3:1][C:2]1([CH3:25])[CH2:11][CH2:10][C:9]([CH3:13])([CH3:12])[C:8]2[CH:7]=[C:6]([C:14]([CH:16]3[CH2:21][CH2:20][CH2:19][CH2:18][CH:17]3[C:22]([OH:24])=[O:23])=[O:15])[CH:5]=[CH:4][C:3]1=2.Cl>[Zn].C(O)(=O)C>[CH3:1][C:2]1([CH3:25])[CH2:11][CH2:10][C:9]([CH3:12])([CH3:13])[C:8]2[CH:7]=[C:6]([CH:14]([OH:15])[CH:16]3[CH2:21][CH2:20][CH2:19][CH2:18][CH:17]3[C:22]([OH:24])=[O:23])[CH:5]=[CH:4][C:3]1=2. Procedure: A suspension of 3.42 g (10 mmoles)of 2-[(5,5,8,8-tetramethyl-5,6,7,8-tetrahydro-2-naphthyl) carbonyl]cyclohexane carboxylic acid, described in Example III, and 10 g of powdered zinc (0.15 mole)in 150 cm3 of a 2.5M aqueous soda solution is heated at reflux for 7 hours. After cooling to +5° C., the reaction mixture is neutralized with 60 cm3 of 6N HCl and then acidified to pH of about 3 by the addition of 20 cm3 of glacial acetic acid. The mixture is then extracted with ethyl ether [2×150 cm3). Th... Starting materials: N1=C(C=NC=C1)C=CC=1CS[C@H]2N(C1C(=O)OC(C1=CC=CC=C1)C1=CC=CC=C1)C([C@H]2NC(CC=2SC=CC2)=O)=O (benzhydryl 3-(2-pyrazinylvinyl)-7β-(2-thienylacetamido)-3-cephem-4-carboxylate), FC(C(=O)O)(F)F (trifluoroacetic acid). The solvent is C1(=CC=CC=C1)OC (anisole). Conditions: time 10 minute. Yields the product N1=C(C=NC=C1)C=CC=1CS[C@H]2N(C1C(=O)O)C(C2NC(CC=2SC=CC2)=O)=O (3-(2-pyrazinylvinyl)-7-(2-thienylacetamido)-3-cephem-4-carboxylic acid). Isolated yield 87.0%. As a reaction SMILES: [N:1]1[CH:6]=[CH:5][N:4]=[CH:3][C:2]=1[CH:7]=[CH:8][C:9]1[CH2:10][S:11][C@@H:12]2[C@H:32]([NH:33][C:34](=[O:41])[CH2:35][C:36]3[S:37][CH:38]=[CH:39][CH:40]=3)[C:31](=[O:42])[N:13]2[C:14]=1[C:15]([O:17]C(C1C=CC=CC=1)C1C=CC=CC=1)=[O:16].FC(F)(F)C(O)=O>C1(OC)C=CC=CC=1>[N:1]1[CH:6]=[CH:5][N:4]=[CH:3][C:2]=1[CH:7]=[CH:8][C:9]1[CH2:10][S:11][C@@H:12]2[CH:32]([NH:33][C:34](=[O:41])[CH2:35][C:36]3[S:37][CH:38]=[CH:39][CH:40]=3)[C:31](=[O:42])[N:13]2[C:14]=1[C:15]([OH:17])=[O:16]. Procedure: To a solution of 147 mg of benzhydryl 3-(2-pyrazinylvinyl)-7β-(2-thienylacetamido)-3-cephem-4-carboxylate in 1.5 ml anisole at 0° was added 3 ml of cold trifluoroacetic acid. The solution was kept 10 minutes at 0° and then placed directly on a vacuum pump and evaporated. The residue was flushed with 1 ml anisole and reevaporated. The residue was triturated with 4 ml boiling ether and the ether was cooled and siphoned off. This procedure was repeated twice more. The remaining insoluble material w... Reactants: [BH4-], CCOCC, CCOC(C)=O, CO, [Na+], [Na+], C1CCOC1, O=C(O)c1ccc(Oc2ccccc2)cc1, [OH-], O=S(=O)(O)O. Product: OCc1ccc(Oc2ccccc2)cc1. Reaction SMILES: [BH4-:1].[CH3:26][CH2:27][O:28][CH2:29][CH3:30].[CH3:36][CH2:37][O:38][C:39](=[O:40])[CH3:41].[CH3:42][OH:43].[Na+:25].[Na+:2].[O:31]1[CH2:32][CH2:33][CH2:34][CH2:35]1.[O:8]([c:9]1[cH:10][cH:11][cH:12][cH:13][cH:14]1)[c:15]1[cH:16][cH:17][c:18]([C:19](=[O:20])[OH:21])[cH:22][cH:23]1.[OH-:24].[S:3](=[O:4])(=[O:5])([OH:6])[OH:7]>>[O:8]([c:9]1[cH:10][cH:11][cH:12][cH:13][cH:14]1)[c:15]1[cH:16][cH:17][c:18]([CH2:19][OH:20])[cH:22][cH:23]1. Starting materials: ClCC1CN(CC1)C(C)C1=CC=CC=C1 (3-(chloromethyl)-1-(1-phenylethyl)pyrrolidine), C(C)N (ethylamine). Product: C(C)NCC1CN(CC1)C(C)C1=CC=CC=C1 (N-Ethyl-1-(1-phenylethyl)-3-pyrrolidinemethanamine). The yield is 98.0%. Reaction SMILES: Cl[CH2:2][CH:3]1[CH2:7][CH2:6][N:5]([CH:8]([C:10]2[CH:15]=[CH:14][CH:13]=[CH:12][CH:11]=2)[CH3:9])[CH2:4]1.[CH2:16]([NH2:18])[CH3:17]>>[CH2:16]([NH:18][CH2:2][CH:3]1[CH2:7][CH2:6][N:5]([CH:8]([C:10]2[CH:15]=[CH:14][CH:13]=[CH:12][CH:11]=2)[CH3:9])[CH2:4]1)[CH3:17]. Procedure: A solution of 4.0 g (15.4 mmol) [3R-(R*,R*)]-3-(chloromethyl)-1-(1-phenylethyl)pyrrolidine in 60 ml 70% ethylamine was heated in a pressure bottle on the steam bath overnight. The mixture was cooled, filtered, and evaporated to a thick syrup which was treated with 50 ml 2N sodium hydroxide and extracted with 3×30 ml dichloromethane. The combined organic layer was dried (MgSO4) and evaporated to afford 3.49 g (98%) of the title compound as a syrup, [α]D +45.6° C. (C, 1.04, methanol).